Dataset: the Open Reaction Database (ORD), a public repository of structured organic reaction records. Task: describe an organic reaction: reactants, conditions, products, and yield The reactants are C(#C)C=1C(=NOC1C)C1=CC=CC=C1 (4-ethynyl-5-methyl-3-phenyl-isoxazole), IC1=C(N)C=CC=C1 (2-iodo-aniline). Product: CC1=C(C(=NO1)C1=CC=CC=C1)C#CC1=C(C=CC=C1)N (2-(5-Methyl-3-phenyl-isoxazol-4-ylethynyl)-phenylamine). Yield: 85.0%. RXN SMILES: [C:1]([C:3]1[C:4]([C:9]2[CH:14]=[CH:13][CH:12]=[CH:11][CH:10]=2)=[N:5][O:6][C:7]=1[CH3:8])#[CH:2].I[C:16]1[CH:22]=[CH:21][CH:20]=[CH:19][C:17]=1[NH2:18]>>[CH3:8][C:7]1[O:6][N:5]=[C:4]([C:9]2[CH:14]=[CH:13][CH:12]=[CH:11][CH:10]=2)[C:3]=1[C:1]#[C:2][C:16]1[CH:22]=[CH:21][CH:20]=[CH:19][C:17]=1[NH2:18]. Procedure details: As described for example 11c, 4-ethynyl-5-methyl-3-phenyl-isoxazole (110 mg, 0.60 mmol) was converted (using 2-iodo-aniline instead of 2-chloro-4-iodopyridine) to the title compound (SiO2, heptane:ethyl acetate=100:0 to 50:50, 139 mg, 85%) which was obtained as a light brown oil. MS: m/e=375.1 [M+H]+. Reactants: CC(=O)CCCC(=O)O, CCN(C(C)C)C(C)C, ClCCl, O=C(Oc1c(F)c(F)c(F)c(F)c1F)C(F)(F)F. Yields the product CC(=O)CCCC(=O)Oc1c(F)c(F)c(F)c(F)c1F. As a reaction SMILES: [CH3:1][C:2](=[O:3])[CH2:4][CH2:5][CH2:6][C:7]([OH:8])=[O:9].[CH:10]([N:11]([CH2:12][CH3:13])[CH:14]([CH3:15])[CH3:16])([CH3:17])[CH3:18].[Cl:37][CH2:38][Cl:39].[F:19][C:20]([F:21])([F:22])[C:23]([O:35][c:24]1[c:25]([F:34])[c:26]([F:33])[c:27]([F:32])[c:28]([F:31])[c:29]1[F:30])=[O:36]>>[CH3:1][C:2](=[O:3])[CH2:4][CH2:5][CH2:6][C:7]([O:8][c:24]1[c:25]([F:34])[c:26]([F:33])[c:27]([F:32])[c:28]([F:31])[c:29]1[F:30])=[O:9]. Reactants: C(C1=CC=CC=C1)N1CCN(CC1)C1CCN(CC1)C([C@@H](CC1=CC=2CCCCC2C=C1)NC(=O)N1CCC(CC1)N1N=C(NC1=O)C1=CC=CC=C1)=O (4-(5-oxo-3-phenyl-4,5-dihydro-[1,2,4]triazol-1-yl)-piperidine-1-carboxylic acid [(R)-2-[4-(4-benzyl-piperazin-1-yl)-piperidin-1-yl]-2-oxo-1-(5,6,7,8-tetrahydro-naphthalen-2-ylmethyl)-ethyl]-amide), [H][H] (hydrogen), [H][H] (hydrogen). Reagents/catalysts: [Pd] (Pd/C). Run in CO (MeOH). The product is O=C([C@@H](CC1=CC=2CCCCC2C=C1)NC(=O)N1CCC(CC1)N1N=C(NC1=O)C1=CC=CC=C1)N1CCC(CC1)N1CCNCC1 (4-(5-oxo-3-phenyl-4,5-dihydro-[1,2,4]triazol-1-yl)-piperidine-1-carboxylic acid-[(R)-2-oxo-2-(4-piperazin-1-yl-piperidin-1-yl)-1-(5,6,7,8-tetrahydro-naphthalen-2-ylmethyl)-ethyl]-amide). Reaction SMILES: C([N:8]1[CH2:13][CH2:12][N:11]([CH:14]2[CH2:19][CH2:18][N:17]([C:20](=[O:54])[C@H:21]([NH:33][C:34]([N:36]3[CH2:41][CH2:40][CH:39]([N:42]4[C:46](=[O:47])[NH:45][C:44]([C:48]5[CH:53]=[CH:52][CH:51]=[CH:50][CH:49]=5)=[N:43]4)[CH2:38][CH2:37]3)=[O:35])[CH2:22][C:23]3[CH:32]=[CH:31][C:30]4[CH2:29][CH2:28][CH2:27][CH2:26][C:25]=4[CH:24]=3)[CH2:16][CH2:15]2)[CH2:10][CH2:9]1)C1C=CC=CC=1.[H][H]>CO.[Pd]>[O:54]=[C:20]([N:17]1[CH2:16][CH2:15][CH:14]([N:11]2[CH2:10][CH2:9][NH:8][CH2:13][CH2:12]2)[CH2:19][CH2:18]1)[C@H:21]([NH:33][C:34]([N:36]1[CH2:41][CH2:40][CH:39]([N:42]2[C:46](=[O:47])[NH:45][C:44]([C:48]3[CH:53]=[CH:52][CH:51]=[CH:50][CH:49]=3)=[N:43]2)[CH2:38][CH2:37]1)=[O:35])[CH2:22][C:23]1[CH:32]=[CH:31][C:30]2[CH2:29][CH2:28][CH2:27][CH2:26][C:25]=2[CH:24]=1. Procedure: A solution of 80 mg (0.11 mmol) 4-(5-oxo-3-phenyl-4,5-dihydro-[1,2,4]triazol-1-yl)-piperidine-1-carboxylic acid [(R)-2-[4-(4-benzyl-piperazin-1-yl)-piperidin-1-yl]-2-oxo-1-(5,6,7,8-tetrahydro-naphthalen-2-ylmethyl)-ethyl]-amide in 10 mL MeOH was hydrogenated in the presence of 10 mg Pd/C (10%) at 50° C. and 3 bar hydrogen pressure until the calculated volume of hydrogen had been taken up. The catalyst was filtered off, the solvent eliminated under reduced pressure and the residue purified by chr... Reactants: Cn1c(=O)[nH]c(=O)c2c1ncn2CC1CC1, CC(C)(O)CCCCCl. The product is Cn1c(=O)n(CCCCC(C)(C)O)c(=O)c2c1ncn2CC1CC1. Reaction SMILES: [CH:1]1([CH2:4][n:5]2[cH:6][n:7][c:8]3[n:9]([CH3:16])[c:10](=[O:15])[nH:11][c:12](=[O:14])[c:13]23)[CH2:2][CH2:3]1.[Cl:17][CH2:18][CH2:19][CH2:20][CH2:21][C:22]([CH3:23])([CH3:24])[OH:25]>>[CH:1]1([CH2:4][n:5]2[cH:6][n:7][c:8]3[n:9]([CH3:16])[c:10](=[O:15])[n:11]([CH2:18][CH2:19][CH2:20][CH2:21][C:22]([CH3:23])([CH3:24])[OH:25])[c:12](=[O:14])[c:13]23)[CH2:2][CH2:3]1. Procedure: 6-chloro-3-acetylpyridine (1.03 g, 0.3 mmol) and a 30% ethylamine-methanol solution (1.0 mL) were mixed with 8 mL of chloroform, and the mixture was subjected to refluxing. After 8 hours, 1 mL of 30% ethylamine-methanol solution was added and stirring was continued for 12 hours at the same temperature. The chloroform was distilled off and the residue was dissolved in 10 mL of methanol, then ice-cooled. Sodium borohydride (1 g) was added a little at a time, and the system was stirred overnight. T... Yield: 80.0%. The solvent is C(Cl)(Cl)Cl (chloroform). Reaction SMILES: [Cl:1][C:2]1[N:7]=[CH:6][C:5]([C:8](=O)[CH3:9])=[CH:4][CH:3]=1.[CH2:11]([NH2:13])[CH3:12].CO>C(Cl)(Cl)Cl>[Cl:1][C:2]1[N:7]=[CH:6][C:5]([CH:8]([NH:13][CH2:11][CH3:12])[CH3:9])=[CH:4][CH:3]=1 |f:1.2|. Conditions: time 8 hour. Starting materials: ClC1=CC=C(C=N1)C(C)=O (6-chloro-3-acetylpyridine), C(C)N.CO (ethylamine methanol), C(C)N.CO (ethylamine methanol). Product: ClC1=CC=C(C=N1)C(C)NCC (N-[1-(6-chloro-3-pyridyl)ethyl]-N-ethylamine).